The task is: describe an organic reaction: reactants, conditions, products, and yield. This data is from the Open Reaction Database (ORD), a public repository of structured organic reaction records. Starting materials: COC(=O)c1cc(F)c(F)c(C#N)c1F, CC(=O)O, O, O=S(=O)(O)O. Yields the product N#Cc1c(F)c(F)cc(C(=O)O)c1F. Reaction SMILES: [C:1](#[N:2])[c:3]1[c:4]([F:15])[c:5]([C:6](=[O:7])[O:8][CH3:9])[cH:10][c:11]([F:14])[c:12]1[F:13].[CH3:16][C:17](=[O:18])[OH:19].[OH2:20].[S:21](=[O:22])(=[O:23])([OH:24])[OH:25]>>[C:1](#[N:2])[c:3]1[c:4]([F:15])[c:5]([C:6](=[O:7])[OH:8])[cH:10][c:11]([F:14])[c:12]1[F:13].